This data is from the Open Reaction Database (ORD), a public repository of structured organic reaction records. The task is: describe an organic reaction: reactants, conditions, products, and yield The reactants are BrCc1ccccc1, C1CCOC1, O=C1OCC2CCCCC12, CC(C)NC(C)C, [Li]CCCC. Product: O=C1OCC2CCCCC12Cc1ccccc1. Reaction SMILES: [Br:23][CH2:24][c:25]1[cH:26][cH:27][cH:28][cH:29][cH:30]1.[CH2:31]1[O:32][CH2:33][CH2:34][CH2:35]1.[CH:13]12[CH2:14][CH2:15][CH2:16][CH2:17][CH:18]1[CH2:19][O:20][C:21]2=[O:22].[CH:1]([NH:2][CH:3]([CH3:4])[CH3:5])([CH3:6])[CH3:7].[Li:8][CH2:9][CH2:10][CH2:11][CH3:12]>>[C:13]12([CH2:24][c:25]3[cH:26][cH:27][cH:28][cH:29][cH:30]3)[CH2:14][CH2:15][CH2:16][CH2:17][CH:18]1[CH2:19][O:20][C:21]2=[O:22]. Starting materials: C(C1=CC=CC=C1)OC(CCCC(=O)N1CCOCC1)C1=CC=C(C=C1)F (5-Benzyloxy-5-(4-fluoro-phenyl)-1-morpholin-4-yl-pentan-1-one), [OH-].[K+] (potassium hydroxide). Solvent: C(C)(C)O (isopropyl alcohol). Yields the product C(C1=CC=CC=C1)OC(CCCC(=O)O)C1=CC=C(C=C1)F (5-Benzyloxy-5-(4-fluoro-phenyl)-pentanoic acid). Isolated yield 79.9%. As a reaction SMILES: [CH2:1]([O:8][CH:9]([C:21]1[CH:26]=[CH:25][C:24]([F:27])=[CH:23][CH:22]=1)[CH2:10][CH2:11][CH2:12][C:13](N1CCOCC1)=[O:14])[C:2]1[CH:7]=[CH:6][CH:5]=[CH:4][CH:3]=1.[OH-:28].[K+]>C(O)(C)C>[CH2:1]([O:8][CH:9]([C:21]1[CH:26]=[CH:25][C:24]([F:27])=[CH:23][CH:22]=1)[CH2:10][CH2:11][CH2:12][C:13]([OH:14])=[O:28])[C:2]1[CH:3]=[CH:4][CH:5]=[CH:6][CH:7]=1 |f:1.2|. Procedure details: 10 gms of 5-Benzyloxy-5-(4-fluoro-phenyl)-1-morpholin-4-yl-pentan-1-one was added to 100 ml of isopropyl alcohol and 7.5 gms of potassium hydroxide. Heated the reaction mass at reflux temperature and maintain for about 36 hours and distilled off solvent completely. To the obtained oily mass 60 ml of water was added and washed with dichloromethane. Layers were separated and acidify the aqueous layer with hydrochloric acid and adjusted the pH to 2.0. The obtained aqueous layer was extracted with d...